The task is: describe an organic reaction: reactants, conditions, products, and yield. This data is from the Open Reaction Database (ORD), a public repository of structured organic reaction records. Product: C(#CC)C(C1=CC(=CC=C1)OC1=CC=CC=C1)O (α-prop-1-ynyl-3-phenoxybenzyl alcohol). Run at time 15 minute. Reported procedure: A Grignard solution, freshly prepared from 4 g of magnesium and 20 g of ethyl bromide in 20 ml of tetrahydrofuran, is slowly added at 0° C. to a solution of 8 g of methylacetylene in 100 ml of tetrahydrofuran, and the mixture is stirred under argon for 15 minutes. There is then added dropwise to this mixture at 0° to 5° C. a solution of 27 g of o-phenoxybenzaldehyde in 100 ml of tetrahydrofuran. After being stirred for 14 hours at room temperature, the reaction mixture is cooled to 0° C. with 50... The reactants are [Mg] (magnesium), C(C)Br (ethyl bromide), O1CCCC1 (tetrahydrofuran), Cl (hydrochloric acid), ice, CC#C (methylacetylene), O1CCCC1 (tetrahydrofuran), O(C1=CC=CC=C1)C1=C(C=O)C=CC=C1 (o-phenoxybenzaldehyde), O1CCCC1 (tetrahydrofuran). RXN SMILES: [Mg].C(Br)C.CC#C.[O:8]([C:15]1[CH:22]=[CH:21][CH:20]=[CH:19][C:16]=1C=O)[C:9]1[CH:14]=[CH:13][CH:12]=[CH:11][CH:10]=1.Cl.[O:24]1[CH2:28][CH2:27][CH2:26][CH2:25]1>>[C:26]([CH:25]([OH:24])[C:21]1[CH:20]=[CH:19][CH:16]=[C:15]([O:8][C:9]2[CH:10]=[CH:11][CH:12]=[CH:13][CH:14]=2)[CH:22]=1)#[C:27][CH3:28]. Starting materials: OC1=NC(=NC=C1C(=O)N[C@@H](C1=CC=CC=C1)C1=C(C=CC=C1)P(OCC)(=O)C)N1N=CC=C1 (Ethyl ((S)-(4-hydroxy-2-(1H-pyrazol-1-yl)pyrimidine-5-carboxamido)(phenyl)methyl)phenyl(methyl)phosphinate), OC1=NC(=NC=C1C(=O)N[C@H](C=1C=C(C=CC1)P(OCC)(=O)C)C1=CC=CC=C1)N1N=CC=C1 (Ethyl 3-((S)-(4-hydroxy-2-(1H-pyrazol-1-yl)pyrimidine-5-carboxamido)(phenyl)methyl)phenyl(methyl)phosphinate), [OH-].[Na+] (NaOH). Run in O1CCOCC1 (dioxane). Conditions: temperature 80 celsius. Yields the product OC1=NC(=NC=C1C(=O)N[C@H](C=1C=C(C=CC1)P(O)(=O)C)C1=CC=CC=C1)N1N=CC=C1 (3-((S)-(4-hydroxy-2-(1H-pyrazol-1-yl)pyrimidine-5-carboxamido)(phenyl)methyl)phenyl(methyl)phosphinic acid). As a reaction SMILES: OC1C(C(N[C@H](C2C=CC=CC=2P(C)(=O)OCC)C2C=CC=CC=2)=O)=CN=C(N2C=CC=N2)N=1.[OH:35][C:36]1[C:41]([C:42]([NH:44][C@@H:45]([C:58]2[CH:63]=[CH:62][CH:61]=[CH:60][CH:59]=2)[C:46]2[CH:47]=[C:48]([P:52]([CH3:57])(=[O:56])[O:53]CC)[CH:49]=[CH:50][CH:51]=2)=[O:43])=[CH:40][N:39]=[C:38]([N:64]2[CH:68]=[CH:67][CH:66]=[N:65]2)[N:37]=1.[OH-].[Na+]>O1CCOCC1>[OH:35][C:36]1[C:41]([C:42]([NH:44][C@@H:45]([C:58]2[CH:63]=[CH:62][CH:61]=[CH:60][CH:59]=2)[C:46]2[CH:47]=[C:48]([P:52]([CH3:57])(=[O:53])[OH:56])[CH:49]=[CH:50][CH:51]=2)=[O:43])=[CH:40][N:39]=[C:38]([N:64]2[CH:68]=[CH:67][CH:66]=[N:65]2)[N:37]=1 |f:2.3|. Reported procedure: Ethyl ((S)-(4-hydroxy-2-(1H-pyrazol-1-yl)pyrimidine-5-carboxamido)(phenyl)methyl)phenyl(methyl)phosphinate, 25-e, (33 g, 69 mmol) was dissolved in 400 ml of dioxane and treated with 100 ml of 3N NaOH. The mixture was heated at 80° C. for one hour. The mixture was then concentrated under vacuum and the residue was diluted with water and washed with ethyl acetate. The aqueous layer was acidified with conc. HCl to pH=1 and the expected product crashed out, 25-1, (11 g of crude). The product can be ... Starting materials: ClC1=CC=C(CN2C(=CC3=CC(=CC=C23)OCC2=NC3=CC=CC=C3C=C2)CC(C(=O)OC)(C)C)C=C1 (Methyl 3-[N-(4-chlorobenzyl)-5-(quinolin-2-ylmethoxy)indol-2-yl]-2,2-dimethylpropanoate), C1(CC1)C(=O)Cl (cyclopropanecarbonyl chloride). The product is ClC1=CC=C(CN2C(=C(C3=CC(=CC=C23)OCC2=NC3=CC=CC=C3C=C2)C(=O)C2CC2)CC(C(=O)O)(C)C)C=C1 (3-[N-(4-Chlorobenzyl)-3-cyclopropanecarbonyl-5-(quinolin-2-ylmethoxy)indol-2-yl]-2,2-dimethylpropanoic acid). As a reaction SMILES: [Cl:1][C:2]1[CH:37]=[CH:36][C:5]([CH2:6][N:7]2[C:15]3[C:10](=[CH:11][C:12]([O:16][CH2:17][C:18]4[CH:27]=[CH:26][C:25]5[C:20](=[CH:21][CH:22]=[CH:23][CH:24]=5)[N:19]=4)=[CH:13][CH:14]=3)[CH:9]=[C:8]2[CH2:28][C:29]([CH3:35])([CH3:34])[C:30]([O:32]C)=[O:31])=[CH:4][CH:3]=1.[CH:38]1([C:41](Cl)=[O:42])[CH2:40][CH2:39]1>>[Cl:1][C:2]1[CH:3]=[CH:4][C:5]([CH2:6][N:7]2[C:15]3[C:10](=[CH:11][C:12]([O:16][CH2:17][C:18]4[CH:27]=[CH:26][C:25]5[C:20](=[CH:21][CH:22]=[CH:23][CH:24]=5)[N:19]=4)=[CH:13][CH:14]=3)[C:9]([C:41]([CH:38]3[CH2:40][CH2:39]3)=[O:42])=[C:8]2[CH2:28][C:29]([CH3:34])([CH3:35])[C:30]([OH:32])=[O:31])=[CH:36][CH:37]=1. Reported procedure: The title compound was prepared according to the conditions described in Step B and Step C of Example 47, from methyl 3-[N-(4-chlorobenzyl)-5-(quinolin-2-ylmethoxy)indol-2-yl]-2,2-dimethylpropanoate (prepared in Step A of Example 47), but using cyclopropanecarbonyl chloride in place of trimethylacetyl chloride in Step B. The reactants are ClC(=O)OCC(C)C (isobutyl chloroformate), NC[C@@H](O)C1=CC=CC=C1 ((S)-2-amino-1-phenylethanol), C1(=CC=C(C=C1)C(=O)N1[C@@H](CC(C1)=NOC)CC(=O)O)C1=CC=CC=C1 ([(2S,4EZ)-1-(biphenyl-4-ylcarbonyl)-4-(methoxyimino)pyrrolidin-2-yl]acetic acid), C1(=CC=C(C=C1)C(=O)N1[C@@H](CC(C1)=NOC)CC(=O)O)C1=CC=CC=C1 ([(2S,4EZ)-1-(biphenyl-4-ylcarbonyl)-4-(methoxyimino)pyrrolidin-2-yl]acetic acid), CN1CCOCC1 (NMM). Solvent: ClCCl (Dichloromethane), O1CCCC1 (tetrahydrofuran), O1CCCC1 (tetrahydrofuran). Run at time 10 minute. Product: C1(=CC=C(C=C1)C(=O)N1[C@@H](CC(C1)=NOC)CC(=O)NC[C@H](C1=CC=CC=C1)O)C1=CC=CC=C1 (2-[(2S,4EZ)-1-(biphenyl-4-ylcarbonyl)-4-(methoxyimino) pyrrolidin-2-yl]-N-[(2S)-2-hydroxy-2-phenylethyl]acetamide). Isolated yield 106.0%. RXN SMILES: [C:1]1([C:21]2[CH:26]=[CH:25][CH:24]=[CH:23][CH:22]=2)[CH:6]=[CH:5][C:4]([C:7]([N:9]2[CH2:13][C:12](=[N:14][O:15][CH3:16])[CH2:11][C@H:10]2[CH2:17][C:18](O)=[O:19])=[O:8])=[CH:3][CH:2]=1.CN1CCOCC1.ClC(OCC(C)C)=O.[NH2:42][CH2:43][C@H:44]([C:46]1[CH:51]=[CH:50][CH:49]=[CH:48][CH:47]=1)[OH:45]>O1CCCC1.ClCCl>[C:1]1([C:21]2[CH:26]=[CH:25][CH:24]=[CH:23][CH:22]=2)[CH:6]=[CH:5][C:4]([C:7]([N:9]2[CH2:13][C:12](=[N:14][O:15][CH3:16])[CH2:11][C@H:10]2[CH2:17][C:18]([NH:42][CH2:43][C@@H:44]([OH:45])[C:46]2[CH:51]=[CH:50][CH:49]=[CH:48][CH:47]=2)=[O:19])=[O:8])=[CH:3][CH:2]=1. Procedure details: To a solution of [(2S,4EZ)-1-(biphenyl-4-ylcarbonyl)-4-(methoxyimino)pyrrolidin-2-yl]acetic acid (Intermediate 7, 25 mg, 0.07 mmol) in tetrahydrofuran (1 ml) at −25° C. were added NMM (18 mg, 0.18 mmol) followed by isobutyl chloroformate (10 mg, 0.07 mmol). The reaction mixture was stirred 10 min then a solution of (S)-2-amino-1-phenylethanol (10 mg, 0.07 mmol) in tetrahydrofuran (1 ml). The reaction was allowed to warm up to room temperature and was stirred overnight. Dichloromethane was added ... Starting materials: N1=CC(=CC=C1)NC(OC1=CC=CC=C1)=NC#N (N-(3-pyridyl)-N'-cyano-O-phenylisourea), C1(=CC=CC=C1)C(CC)N (1-phenylpropylamine), CN1CCOCC1 (N-methylmorpholine), C(C)(C)O (isopropanol). Run in CCOC(=O)C (EtOAc), CO (MeOH). The product is C(#N)N=C(NC=1C=NC=CC1)NC(CC)C1=CC=CC=C1 (N"-Cyano-N-(3-pyridyl)-N'-(1-phenyl)propylguanidine). Yield: 48.3%. RXN SMILES: [N:1]1[CH:6]=[CH:5][CH:4]=[C:3]([NH:7][C:8](=[N:16][C:17]#[N:18])OC2C=CC=CC=2)[CH:2]=1.[C:19]1([CH:25]([NH2:28])[CH2:26][CH3:27])[CH:24]=[CH:23][CH:22]=[CH:21][CH:20]=1.CN1CCOCC1.C(O)(C)C>CCOC(C)=O.CO>[C:17]([N:16]=[C:8]([NH:28][CH:25]([C:19]1[CH:24]=[CH:23][CH:22]=[CH:21][CH:20]=1)[CH2:26][CH3:27])[NH:7][C:3]1[CH:2]=[N:1][CH:6]=[CH:5][CH:4]=1)#[N:18]. Procedure: A stirred mixture of N-(3-pyridyl)-N'-cyano-O-phenylisourea (see, Example 5 for procedure) (13.93 g, 0.05836 mol), 1-phenylpropylamine (8.68 g, 0.0642 mol), N-methylmorpholine (139 mL) and isopropanol (92.9 mL) was refluxed, under nitrogen, for 18 hours. The reaction was complete by TLC with 10% MeOH-1% NH4OH-CHCl3. Concentration of the reaction mixture gave a residue that was mixed with EtOAc and concentrated several times until the product crystallized. The solid was boiled twice with small po... The reactants are [Cl-].[NH4+] (ammonium chloride), [H-].[Na+] (sodium hydride), C(C)OC(=O)C1C(N(C(C(N1)=O)CC(C)C)OC1OCCCC1)=O (3-ethoxycarbonyl-6-isobutyl-1-(2-tetrahydropyranyloxy)piperazine-2,5-dione), CI (methyl iodide). Solvent: CN(C=O)C (N,N-dimethylformamide). Run at time 10 minute. The product is C(C)OC(=O)C1(C(N(C(C(N1)=O)CC(C)C)OC1OCCCC1)=O)C ((3RS,6SR)-3-ethoxycarbonyl-6-isobutyl-3-methyl-1-(2-tetrahydropyranyloxy)piperazine-2,5-dione). RXN SMILES: [H-].[Na+].[CH2:3]([O:5][C:6]([CH:8]1[NH:13][C:12](=[O:14])[CH:11]([CH2:15][CH:16]([CH3:18])[CH3:17])[N:10]([O:19][CH:20]2[CH2:25][CH2:24][CH2:23][CH2:22][O:21]2)[C:9]1=[O:26])=[O:7])[CH3:4].[CH3:27]I.[Cl-].[NH4+]>CN(C)C=O>[CH2:3]([O:5][C:6]([C:8]1([CH3:27])[NH:13][C:12](=[O:14])[CH:11]([CH2:15][CH:16]([CH3:18])[CH3:17])[N:10]([O:19][CH:20]2[CH2:25][CH2:24][CH2:23][CH2:22][O:21]2)[C:9]1=[O:26])=[O:7])[CH3:4] |f:0.1,4.5|. Procedure details: 1.04 g of 60% sodium hydride was added to 100 ml of 9.67 g of 3-ethoxycarbonyl-6-isobutyl-1-(2-tetrahydropyranyloxy)piperazine-2,5-dione in anhydrous N,N-dimethylformamide, on ice cooling, and the mixture was stirred for 10 minutes. Thereto was added 3.5 ml of methyl iodide. The mixture was stirred at room temperature for 5 hours. The reaction mixture was ice-cooled and poured into an aqueous solution saturated with ammonium chloride. The mixture was extracted with ethyl acetate. The extract was... The reactants are ClC1=NC(=C2N=CN(C2=N1)[C@H]1COCC1)NCCC1=CC=C(C=C1)O ((R)-4-(2-(2-chloro-9-(tetrahydrofuran-3-yl)-9H-purin-6-ylamino)ethyl)phenol), S1C2=C(C(=C1)B(O)O)C=CC=C2 (benzo[b]thiophen-3-ylboronic acid). Product: S1C2=C(C(=C1)C1=NC(=C3N=CN(C3=N1)[C@H]1COCC1)NCCC1=CC=C(C=C1)O)C=CC=C2 ((R)-4-(2-(2-(benzo[b]thiophen-3-yl)-9-(tetrahydrofuran-3-yl)-9H-purin-6-ylamino)ethyl)phenol). RXN SMILES: Cl[C:2]1[N:10]=[C:9]2[C:5]([N:6]=[CH:7][N:8]2[C@@H:11]2[CH2:15][CH2:14][O:13][CH2:12]2)=[C:4]([NH:16][CH2:17][CH2:18][C:19]2[CH:24]=[CH:23][C:22]([OH:25])=[CH:21][CH:20]=2)[N:3]=1.[S:26]1[CH:30]=[C:29](B(O)O)[C:28]2[CH:34]=[CH:35][CH:36]=[CH:37][C:27]1=2>>[S:26]1[CH:30]=[C:29]([C:2]2[N:10]=[C:9]3[C:5]([N:6]=[CH:7][N:8]3[C@@H:11]3[CH2:15][CH2:14][O:13][CH2:12]3)=[C:4]([NH:16][CH2:17][CH2:18][C:19]3[CH:24]=[CH:23][C:22]([OH:25])=[CH:21][CH:20]=3)[N:3]=2)[C:28]2[CH:34]=[CH:35][CH:36]=[CH:37][C:27]1=2. Reported procedure: Following the procedure of Example 15d, (R)-4-(2-(2-chloro-9-(tetrahydrofuran-3-yl)-9H-purin-6-ylamino)ethyl)phenol (c) was reacted with benzo[b]thiophen-3-ylboronic acid (22.3 mg, 0.125 mmol). The crude residue was purified by reverse-phase preparative HPLC to afford the title compound as an off-white solid. Starting materials: C=CCC(O)(CCN(C(=O)OC)C(C)(C)C)c1ccccc1, C1CCOC1, [H-], [Na+]. Yields the product C=CCC1(c2ccccc2)CCN(C(C)(C)C)C(=O)O1. As a reaction SMILES: [C:1]([CH3:2])([CH3:3])([CH3:4])[N:5]([C:6]([O:7][CH3:8])=[O:9])[CH2:10][CH2:11][C:12]([CH2:13][CH:14]=[CH2:15])([c:16]1[cH:17][cH:18][cH:19][cH:20][cH:21]1)[OH:22].[CH2:25]1[O:26][CH2:27][CH2:28][CH2:29]1.[H-:24].[Na+:23]>>[C:1]([CH3:2])([CH3:3])([CH3:4])[N:5]1[C:6](=[O:9])[O:22][C:12]([CH2:13][CH:14]=[CH2:15])([c:16]2[cH:17][cH:18][cH:19][cH:20][cH:21]2)[CH2:11][CH2:10]1. Starting materials: Nc1cnc2c(n1)OCCN(Cc1ccccc1)C2, CO. Yields the product Nc1cnc2c(n1)OCCNC2. RXN SMILES: [CH2:1]([c:2]1[cH:3][cH:4][cH:5][cH:6][cH:7]1)[N:8]1[CH2:9][CH2:10][O:11][c:12]2[c:13]([n:15][cH:16][c:17]([NH2:19])[n:18]2)[CH2:14]1.[CH3:20][OH:21]>>[NH:8]1[CH2:9][CH2:10][O:11][c:12]2[c:13]([n:15][cH:16][c:17]([NH2:19])[n:18]2)[CH2:14]1. Starting materials: CCCCCCCCCCCCc1c[nH]c2cc(C(=O)OC)ccc12, CO, [Na+], [OH-], O. Yields the product CCCCCCCCCCCCc1c[nH]c2cc(C(=O)O)ccc12. RXN SMILES: [CH2:3]([CH2:4][CH2:5][CH2:6][CH2:7][CH2:8][CH2:9][CH2:10][CH2:11][CH2:12][CH2:13][CH3:14])[c:15]1[cH:16][nH:17][c:18]2[cH:19][c:20]([C:24](=[O:25])[O:26][CH3:27])[cH:21][cH:22][c:23]12.[CH3:29][OH:30].[Na+:2].[OH-:1].[OH2:28]>>[CH2:3]([CH2:4][CH2:5][CH2:6][CH2:7][CH2:8][CH2:9][CH2:10][CH2:11][CH2:12][CH2:13][CH3:14])[c:15]1[cH:16][nH:17][c:18]2[cH:19][c:20]([C:24](=[O:25])[OH:26])[cH:21][cH:22][c:23]12.